From a dataset of the Open Reaction Database (ORD), a public repository of structured organic reaction records. describe an organic reaction: reactants, conditions, products, and yield Reactants: COC(=O)C=1C=C(C(=CC1)C)C1=CC=C(C=C1)C(NC1=CC=C(C=C1)CN1CCS(CC1)(=O)=O)=O (4′-[4-(1,1-Dioxo-1lambda*6*-thiomorpholin-4-ylmethyl)-phenylcarbamoyl]-6-methyl-biphenyl-3-carboxylic acid methyl ester), [BH4-].[Li+] (lithium borohydride), CO (methanol). Solvent: C1CCOC1 (THF). Reaction conditions: time 18 hour. Yields the product O=S1(CCN(CC1)CC1=CC=C(C=C1)NC(=O)C1=CC=C(C=C1)C1=C(C=CC(=C1)CO)C)=O (5′-Hydroxymethyl-2′-methyl-biphenyl-4-carboxylic acid [4-(1,1-dioxo-1lambda*6*-thiomorpholin-4-ylmethyl)-phenyl]-amide). Yield: 94.8%. As a reaction SMILES: C[O:2][C:3]([C:5]1[CH:6]=[C:7]([C:12]2[CH:17]=[CH:16][C:15]([C:18](=[O:35])[NH:19][C:20]3[CH:25]=[CH:24][C:23]([CH2:26][N:27]4[CH2:32][CH2:31][S:30](=[O:34])(=[O:33])[CH2:29][CH2:28]4)=[CH:22][CH:21]=3)=[CH:14][CH:13]=2)[C:8]([CH3:11])=[CH:9][CH:10]=1)=O.[BH4-].[Li+].CO>C1COCC1>[O:34]=[S:30]1(=[O:33])[CH2:31][CH2:32][N:27]([CH2:26][C:23]2[CH:24]=[CH:25][C:20]([NH:19][C:18]([C:15]3[CH:14]=[CH:13][C:12]([C:7]4[CH:6]=[C:5]([CH2:3][OH:2])[CH:10]=[CH:9][C:8]=4[CH3:11])=[CH:17][CH:16]=3)=[O:35])=[CH:21][CH:22]=2)[CH2:28][CH2:29]1 |f:1.2|. Procedure: 4′-[4-(1,1-Dioxo-1lambda*6*-thiomorpholin-4-ylmethyl)-phenylcarbamoyl]-6-methyl-biphenyl-3-carboxylic acid methyl ester (565 mg) in dry THF (6 ml) was treated with a solution of lithium borohydride (2M in THF, 3.5 ml). The mixture was stirred at 20 C for 18 h. and was then treated with methanol (5 ml). The mixture was then evaporated and the residue partitioned between water and ethyl acetate. The dried extracts were evaporated giving the title compound as a colourless crystalline solid (505 mg)... The reactants are O(C1=CC=CC=C1)C(=O)OCCN(C)CCOC(=O)OC1=CC=CC=C1 (N,N-bis[2-((phenoxycarbonyl)oxy)ethyl]-N-methylamine), C(C)#N (acetonitrile), COS(=O)(=O)OC (dimethylsulfate). The solvent is CCOCC (ether). Product: COS(=O)(=O)[O-].O(C1=CC=CC=C1)C(=O)OCC[N+](C)(C)CCOC(=O)OC1=CC=CC=C1 (N,N-Bis[2-((phenoxycarbonyl)oxy)ethyl]-N,N-dimethylammonium Methylsulfate). Reaction SMILES: [O:1]([C:8]([O:10][CH2:11][CH2:12][N:13]([CH2:15][CH2:16][O:17][C:18]([O:20][C:21]1[CH:26]=[CH:25][CH:24]=[CH:23][CH:22]=1)=[O:19])[CH3:14])=[O:9])[C:2]1[CH:7]=[CH:6][CH:5]=[CH:4][CH:3]=1.[C:27](#N)C.[CH3:30][O:31][S:32]([O:35]C)(=[O:34])=[O:33]>CCOCC>[CH3:30][O:31][S:32]([O-:35])(=[O:34])=[O:33].[O:1]([C:8]([O:10][CH2:11][CH2:12][N+:13]([CH2:15][CH2:16][O:17][C:18]([O:20][C:21]1[CH:22]=[CH:23][CH:24]=[CH:25][CH:26]=1)=[O:19])([CH3:27])[CH3:14])=[O:9])[C:2]1[CH:7]=[CH:6][CH:5]=[CH:4][CH:3]=1 |f:4.5|. Reported procedure: To a 1000 ml three-necked round-bottomed flask fitted with a reflux condenser, magnetic stirrer, internal thermometer, addition funnel, and argon inlet are added N,N-bis[2-((phenoxycarbonyl)oxy)ethyl]-N-methylamine (100.00 g, 0.278 mol), acetonitrile (270 ml), and dimethylsulfate (35.93 g, 0.278 mol) over 10 min. After addition is complete, the mixture is heated to reflux for 2 h. The cooled mixture is treated with ether (500 ml). The product precipitates from the mixture after approximately 15 ... The reactants are ClC=1N=C(SC1)C1=CC(CN2C(=C3C(=C12)N(C(N(C3=O)C)=O)C)C3=CC(=CC=C3)F)CO (10-(4-Chlorothiazol-2-yl)-5-(3-fluorophenyl)-8-(hydroxymethyl)-1,3-dimethyl-7,8-dihydropyrimido[4,5-a]indolizine-2,4(1H,3H)-dione). Reagents/catalysts: [Pt] (platinum on carbon). The solvent is C(C)O (ethanol), O1CCCC1 (tetrahydrofuran). Conditions: time 3 day. Product: ClC=1N=C(SC1)C1CC(CN2C(=C3C(=C12)N(C(N(C3=O)C)=O)C)C3=CC(=CC=C3)F)CO (10-(4-Chlorothiazol-2-yl)-5-(3-fluorophenyl)-8-(hydroxymethyl)-1,3-dimethyl-7,8,9,10-tetrahydropyrimido[4,5-a]indolizine-2,4(1H,3H)-dione). RXN SMILES: [Cl:1][C:2]1[N:3]=[C:4]([C:7]2[C:15]3[N:11]([C:12]([C:24]4[CH:29]=[CH:28][CH:27]=[C:26]([F:30])[CH:25]=4)=[C:13]4[C:19](=[O:20])[N:18]([CH3:21])[C:17](=[O:22])[N:16]([CH3:23])[C:14]4=3)[CH2:10][CH:9]([CH2:31][OH:32])[CH:8]=2)[S:5][CH:6]=1>[Pt].C(O)C.O1CCCC1>[Cl:1][C:2]1[N:3]=[C:4]([CH:7]2[C:15]3[N:11]([C:12]([C:24]4[CH:29]=[CH:28][CH:27]=[C:26]([F:30])[CH:25]=4)=[C:13]4[C:19](=[O:20])[N:18]([CH3:21])[C:17](=[O:22])[N:16]([CH3:23])[C:14]4=3)[CH2:10][CH:9]([CH2:31][OH:32])[CH2:8]2)[S:5][CH:6]=1. Reported procedure: A mixture of 10-(4-Chlorothiazol-2-yl)-5-(3-fluorophenyl)-8-(hydroxymethyl)-1,3-dimethyl-7,8-dihydropyrimido[4,5-a]indolizine-2,4(1H,3H)-dione (310 mg, 0.66 mmol) and 10% platinum on carbon (310 mg) in ethanol (22 mL) and tetrahydrofuran (22 mL) was stirred under an atmosphere of hydrogen for 3 days. The reaction mixture was filtered and the filtrates concentrated under vacuum. The residue was dissolved in ethanol (22 mL) and tetrahydrofuran (22 mL), fresh 10% platinum on carbon (310 mg) was add... Reactants: compound 0210-13, C(#C)C=1C=C(C=CC1)NC1=NC=NC2=CC=C(C=C12)O (4-(3-ethynylphenylamino)quinazolin-6-ol), BrCCCCCC(=O)OCC (ethyl 6-bromohexanoate). Yields the product C(#C)C=1C=C(C=CC1)NC1=NC=NC2=CC=C(C=C12)OCCCCCC(=O)[O-] (6-(4-(3-Ethynylphenylamino)quinazolin-6-yloxy)hexanoate), C(#C)C=1C=C(C=CC1)NC1=NC=NC2=CC=C(C=C12)OCCCCCC(=O)OCC (ethyl 6-(4-(3-ethynylphenylamino)quinazolin-6-yloxy)hexanoate). Yield: 64.0%. RXN SMILES: [C:1]([C:3]1[CH:4]=[C:5]([NH:9][C:10]2[C:19]3[C:14](=[CH:15][CH:16]=[C:17]([OH:20])[CH:18]=3)[N:13]=[CH:12][N:11]=2)[CH:6]=[CH:7][CH:8]=1)#[CH:2].Br[CH2:22][CH2:23][CH2:24][CH2:25][CH2:26][C:27]([O:29][CH2:30][CH3:31])=[O:28]>>[C:1]([C:3]1[CH:4]=[C:5]([NH:9][C:10]2[C:19]3[C:14](=[CH:15][CH:16]=[C:17]([O:20][CH2:22][CH2:23][CH2:24][CH2:25][CH2:26][C:27]([O-:29])=[O:28])[CH:18]=3)[N:13]=[CH:12][N:11]=2)[CH:6]=[CH:7][CH:8]=1)#[CH:2].[C:1]([C:3]1[CH:4]=[C:5]([NH:9][C:10]2[C:19]3[C:14](=[CH:15][CH:16]=[C:17]([O:20][CH2:22][CH2:23][CH2:24][CH2:25][CH2:26][C:27]([O:29][CH2:30][CH3:31])=[O:28])[CH:18]=3)[N:13]=[CH:12][N:11]=2)[CH:6]=[CH:7][CH:8]=1)#[CH:2]. Reported procedure: The title compound ethyl 6-(4-(3-ethynylphenylamino)quinazolin-6-yloxy)hexanoate (0212-23) (0.3 g, 64%) was prepared from compound 4-(3-ethynylphenylamino)quinazolin-6-ol (0211) and ethyl 6-bromohexanoate using a procedure similar to that described for compound 0210-13 (Example 9): LC-MS m/z 404 [M+1]. Starting materials: O=c1c2cc(Br)ccc2nc(CCl)n1-c1ccccc1Cl, [K+], [K+], O=C([O-])[O-], CN(C)C=O, O, Sc1ncnc2nc[nH]c12. Yields the product O=c1c2cc(Br)ccc2nc(CSc2ncnc3[nH]cnc23)n1-c1ccccc1Cl. RXN SMILES: [Br:1][c:2]1[cH:3][c:4]2[c:5](=[O:21])[n:6](-[c:14]3[c:15]([Cl:20])[cH:16][cH:17][cH:18][cH:19]3)[c:7]([CH2:12][Cl:13])[n:8][c:9]2[cH:10][cH:11]1.[K+:33].[K+:34].[O-:35][C:36]([O-:37])=[O:38].[O:39]=[CH:40][N:41]([CH3:42])[CH3:43].[OH2:22].[SH:23][c:24]1[c:25]2[nH:26][cH:27][n:28][c:29]2[n:30][cH:31][n:32]1>>[Br:1][c:2]1[cH:3][c:4]2[c:5](=[O:21])[n:6](-[c:14]3[c:15]([Cl:20])[cH:16][cH:17][cH:18][cH:19]3)[c:7]([CH2:12][S:23][c:24]3[c:25]4[n:26][cH:27][nH:28][c:29]4[n:30][cH:31][n:32]3)[n:8][c:9]2[cH:10][cH:11]1. Starting materials: BrCCBr, COC(=O)Cc1cc(F)c(OC)c(F)c1, [H-], [Na+], CN(C)C=O. Yields the product COC(=O)C1(c2cc(F)c(OC)c(F)c2)CC1. RXN SMILES: [Br:18][CH2:19][CH2:20][Br:21].[F:3][c:4]1[cH:5][c:6]([CH2:13][C:14](=[O:15])[O:16][CH3:17])[cH:7][c:8]([F:12])[c:9]1[O:10][CH3:11].[H-:1].[Na+:2].[O:22]=[CH:23][N:24]([CH3:25])[CH3:26]>>[F:3][c:4]1[cH:5][c:6]([C:13]2([C:14](=[O:15])[O:16][CH3:17])[CH2:19][CH2:20]2)[cH:7][c:8]([F:12])[c:9]1[O:10][CH3:11]. Starting materials: C(C)(C)(C)OC(=O)NCC1CNCC1 (3-(t-butoxycarbonylaminomethyl)pyrrolidine), CS(=O)(=O)Cl (methanesulfonyl chloride), NC[C@H]1N(CCC1)CC ((S)-(−)-2-aminomethyl-1-ethylpyrrolidine), C(C)=O (acetaldehyde). The product is CS(=O)(=O)N1CC(CC1)CN (1-[1-(methylsulfonyl)pyrrolidin-3-yl]methanamine). As a reaction SMILES: C(OC([NH:8][CH2:9][CH:10]1[CH2:14][CH2:13][NH:12][CH2:11]1)=O)(C)(C)C.[CH3:15][S:16](Cl)(=[O:18])=[O:17].NC[C@@H]1CCCN1CC.C(=O)C>>[CH3:15][S:16]([N:12]1[CH2:13][CH2:14][CH:10]([CH2:9][NH2:8])[CH2:11]1)(=[O:18])=[O:17]. Procedure details: By using 3-(t-butoxycarbonylaminomethyl)pyrrolidine (1.0 g) and methanesulfonyl chloride (0.48 ml) as starting materials, the title compound (0.78 g) was obtained in the same manners as those of Reference Example 58, (1) and Reference Example 39, (2). Starting materials: ClCCl, CC(C)(C)OC(=O)NCCCc1cnc(-c2cccc(Cn3nc(-c4cc(F)c(F)c(F)c4)ccc3=O)c2)nc1, O=C(O)C(F)(F)F. The product is NCCCc1cnc(-c2cccc(Cn3nc(-c4cc(F)c(F)c(F)c4)ccc3=O)c2)nc1. As a reaction SMILES: [Cl:48][CH2:49][Cl:50].[O:1]=[c:2]1[cH:3][cH:4][c:5](-[c:32]2[cH:33][c:34]([F:40])[c:35]([F:39])[c:36]([F:38])[cH:37]2)[n:6][n:7]1[CH2:8][c:9]1[cH:10][c:11](-[c:15]2[n:16][cH:17][c:18]([CH2:21][CH2:22][CH2:23][NH:24][C:25](=[O:26])[O:27][C:28]([CH3:29])([CH3:30])[CH3:31])[cH:19][n:20]2)[cH:12][cH:13][cH:14]1.[OH:41][C:42]([C:43]([F:44])([F:45])[F:46])=[O:47]>>[O:1]=[c:2]1[cH:3][cH:4][c:5](-[c:32]2[cH:33][c:34]([F:40])[c:35]([F:39])[c:36]([F:38])[cH:37]2)[n:6][n:7]1[CH2:8][c:9]1[cH:10][c:11](-[c:15]2[n:16][cH:17][c:18]([CH2:21][CH2:22][CH2:23][NH2:24])[cH:19][n:20]2)[cH:12][cH:13][cH:14]1. Starting materials: [BH4-], CC(C)(C)OC(=O)N1CCc2ccc(Cl)c(N=Cc3cncs3)c2CC1, CO, CCOC(C)=O, [Na+], O. Yields the product CC(C)(C)OC(=O)N1CCc2ccc(Cl)c(NCc3cncs3)c2CC1. RXN SMILES: [BH4-:27].[C:1]([CH3:2])([CH3:3])([CH3:4])[O:5][C:6](=[O:7])[N:8]1[CH2:9][CH2:10][c:11]2[c:12]([c:15]([N:20]=[CH:21][c:22]3[cH:23][n:24][cH:25][s:26]3)[c:16]([Cl:19])[cH:17][cH:18]2)[CH2:13][CH2:14]1.[CH3:30][OH:31].[CH3:32][CH2:33][O:34][C:35]([CH3:36])=[O:37].[Na+:28].[OH2:29]>>[C:1]([CH3:2])([CH3:3])([CH3:4])[O:5][C:6](=[O:7])[N:8]1[CH2:9][CH2:10][c:11]2[c:12]([c:15]([NH:20][CH2:21][c:22]3[cH:23][n:24][cH:25][s:26]3)[c:16]([Cl:19])[cH:17][cH:18]2)[CH2:13][CH2:14]1.